Dataset: the Open Reaction Database (ORD), a public repository of structured organic reaction records. Task: describe an organic reaction: reactants, conditions, products, and yield Reactants: CS(=O)(=O)C1=CC=C(C=C1)C1=NC(=NC(=C1C#C[Si](C)(C)C)C)N (4-(4-methanesulfonyl-phenyl)-6-methyl-5-trimethylsilanylethynyl-pyrimidin-2-ylamine), C([O-])([O-])=O.[K+].[K+] (potassium carbonate). Solvent: CO (MeOH). Reaction conditions: temperature 0 celsius, time 2 hour. The product is C(#C)C=1C(=NC(=NC1C)N)C1=CC=C(C=C1)S(=O)(=O)C (5-Ethynyl-4-(4-methanesulfonyl-phenyl)-6-methyl-pyrimidin-2-ylamine). RXN SMILES: [CH3:1][S:2]([C:5]1[CH:10]=[CH:9][C:8]([C:11]2[C:16]([C:17]#[C:18][Si](C)(C)C)=[C:15]([CH3:23])[N:14]=[C:13]([NH2:24])[N:12]=2)=[CH:7][CH:6]=1)(=[O:4])=[O:3].C(=O)([O-])[O-].[K+].[K+]>CO>[C:17]([C:16]1[C:11]([C:8]2[CH:9]=[CH:10][C:5]([S:2]([CH3:1])(=[O:4])=[O:3])=[CH:6][CH:7]=2)=[N:12][C:13]([NH2:24])=[N:14][C:15]=1[CH3:23])#[CH:18] |f:1.2.3|. Procedure details: The title compound is synthesized according to general procedure GP3 starting from 2.7 g (6.0 mmol) 4-(4-methanesulfonyl-phenyl)-6-methyl-5-trimethylsilanylethynyl-pyrimidin-2-ylamine (A-36) and 415 mg (3.0 mmol) potassium carbonate in 40 mL MeOH. After stirring for 2 h at 0° C. the precipitated product is filtered off and dried over night at 40° C. The product is treated with water, filtered off and dried again. Yield: 1.8 g (83%). Reactants: Cc1cc(Cl)ccc1N=C=O, CC(C)n1cc(C(=O)c2cncc(N)c2)c2c(N)ncnc21, c1ccncc1. Product: Cc1cc(Cl)ccc1NC(=O)Nc1cncc(C(=O)c2cn(C(C)C)c3ncnc(N)c23)c1. RXN SMILES: [Cl:1][c:2]1[cH:3][c:4]([CH3:11])[c:5]([N:8]=[C:9]=[O:10])[cH:6][cH:7]1.[NH2:12][c:13]1[c:14]2[c:15]([n:16][cH:17][n:18]1)[n:19]([CH:31]([CH3:32])[CH3:33])[cH:20][c:21]2[C:22](=[O:23])[c:24]1[cH:25][n:26][cH:27][c:28]([NH2:30])[cH:29]1.[cH:34]1[cH:35][cH:36][n:37][cH:38][cH:39]1>>[Cl:1][c:2]1[cH:3][c:4]([CH3:11])[c:5]([NH:8][C:9](=[O:10])[NH:30][c:28]2[cH:27][n:26][cH:25][c:24]([C:22]([c:21]3[c:14]4[c:13]([NH2:12])[n:18][cH:17][n:16][c:15]4[n:19]([CH:31]([CH3:32])[CH3:33])[cH:20]3)=[O:23])[cH:29]2)[cH:6][cH:7]1.